Dataset: the Open Reaction Database (ORD), a public repository of structured organic reaction records. Task: describe an organic reaction: reactants, conditions, products, and yield Starting materials: C1CCOC1, C[Si](C)(C)[N-][Si](C)(C)C, CC(C)OC(=O)CC(O)C(=O)OC(C)C, [Cl-], CI, [Li+], [NH4+], O. The product is CC(C)OC(=O)C(C)C(O)C(=O)OC(C)C. RXN SMILES: [CH2:30]1[O:31][CH2:32][CH2:33][CH2:34]1.[CH3:16][Si:17]([N-:18][Si:19]([CH3:20])([CH3:21])[CH3:22])([CH3:23])[CH3:24].[CH:1]([CH3:2])([CH3:3])[O:4][C:5]([CH:6]([OH:7])[CH2:8][C:9](=[O:10])[O:11][CH:12]([CH3:13])[CH3:14])=[O:15].[Cl-:28].[I:26][CH3:27].[Li+:25].[NH4+:29].[OH2:35]>>[CH:1]([CH3:2])([CH3:3])[O:4][C:5]([CH:6]([OH:7])[CH:8]([C:9](=[O:10])[O:11][CH:12]([CH3:13])[CH3:14])[CH3:16])=[O:15]. Reactants: C1CCOC1, COc1cc(OC2CCN(C(C)=O)CC2)ccc1C(=O)O, O=S(Cl)Cl. Product: COc1cc(OC2CCN(C(C)=O)CC2)ccc1C(=O)Cl. As a reaction SMILES: [CH2:26]1[O:27][CH2:28][CH2:29][CH2:30]1.[CH3:1][O:2][c:3]1[c:4]([C:5](=[O:6])[OH:7])[cH:8][cH:9][c:10]([O:12][CH:13]2[CH2:14][CH2:15][N:16]([C:19]([CH3:20])=[O:21])[CH2:17][CH2:18]2)[cH:11]1.[S:22]([Cl:23])([Cl:24])=[O:25]>>[CH3:1][O:2][c:3]1[c:4]([C:5](=[O:6])[Cl:24])[cH:8][cH:9][c:10]([O:12][CH:13]2[CH2:14][CH2:15][N:16]([C:19]([CH3:20])=[O:21])[CH2:17][CH2:18]2)[cH:11]1. As a reaction SMILES: [H-].[Na+].[I-].C[S+](C)C.[CH3:8][O:9][C:10]1[CH:11]=[C:12]([CH:16]=[CH:17][CH:18]=1)[CH:13]1[O:15]C1>>[CH3:8][O:9][C:10]1[CH:11]=[C:12]([CH:16]=[CH:17][CH:18]=1)[CH:13]=[O:15] |f:0.1,2.3|. The reactants are [H-].[Na+] (sodium hydride), COC=1C=C(C2CO2)C=CC1 (m-methoxystyrene oxide), [I-].C[S+](C)C (trimethylsulfonium iodide). Yields the product COC=1C=C(C=O)C=CC1 (m-methoxybenzaldehyde). Reported procedure: Following the procedure of Example 7 and employing 2.42 g. of sodium hydride, 9.46 g. of trimethylsulfonium iodide and 6.33 g. (0.046 mol) of m-methoxybenzaldehyde there is obtained m-methoxystyrene oxide. Starting materials: CC(=O)O, C1CCOC1, CCOC(C)=O, CC(O)(c1ccc(C(=O)N(C2CCNCC2)C2CC2)cc1)C(F)(F)F, ClCCCl, O=C1CCOCC1. Product: CC(O)(c1ccc(C(=O)N(C2CC2)C2CCN(C3CCOCC3)CC2)cc1)C(F)(F)F. Reaction SMILES: [C:33]([OH:34])(=[O:35])[CH3:36].[CH2:47]1[O:48][CH2:49][CH2:50][CH2:51]1.[CH3:37][CH2:38][O:39][C:40]([CH3:41])=[O:42].[CH:1]1([N:4]([C:5]([c:6]2[cH:7][cH:8][c:9]([C:12]([C:13]([F:14])([F:15])[F:16])([CH3:17])[OH:18])[cH:10][cH:11]2)=[O:19])[CH:20]2[CH2:21][CH2:22][NH:23][CH2:24][CH2:25]2)[CH2:2][CH2:3]1.[Cl:43][CH2:44][CH2:45][Cl:46].[O:26]1[CH2:27][CH2:28][C:29](=[O:32])[CH2:30][CH2:31]1>>[CH:1]1([N:4]([C:5]([c:6]2[cH:7][cH:8][c:9]([C:12]([C:13]([F:14])([F:15])[F:16])([CH3:17])[OH:18])[cH:10][cH:11]2)=[O:19])[CH:20]2[CH2:21][CH2:22][N:23]([CH:29]3[CH2:28][CH2:27][O:26][CH2:31][CH2:30]3)[CH2:24][CH2:25]2)[CH2:2][CH2:3]1. Run in CN(C=O)C (dimethylformamide). The product is NC1=C2CCCC(C2=C(C=C1)Cl)=O (5-amino-8-chloro-3,4-dihydro-1(2H)-naphthalenone). RXN SMILES: [NH2:1][C:2]1[CH:11]=[CH:10][CH:9]=[C:8]2[C:3]=1[CH2:4][CH2:5][CH2:6][C:7]2=[O:12].[Cl:13]N1C(=O)CCC1=O.O>CN(C)C=O>[NH2:1][C:2]1[CH:11]=[CH:10][C:9]([Cl:13])=[C:8]2[C:3]=1[CH2:4][CH2:5][CH2:6][C:7]2=[O:12]. Procedure details: A solution of 5-amino-1-tetralone (Itoh, K. Chem. Pharm. Bull. (1984), 32, 130-151) (0.50 g, 3.1 mmol) in dimethylformamide (15 mL) was treated with N-chlorosuccinimide (0.49 g, 3.7 mmol), stirred for 60 hours, treated with water and extracted with ether (4×30 mL). The combined ether extracts were washed with brine, dried (Na2SO4) and concentrated. Purification of the residue on silica gel with ethyl acetate:hexanes 1:1 provided the desired product. Conditions: time 60 hour. The reactants are NC1=C2CCCC(C2=CC=C1)=O (5-amino-1-tetralone), ClN1C(CCC1=O)=O (N-chlorosuccinimide), O (water).